The task is: describe an organic reaction: reactants, conditions, products, and yield. This data is from the Open Reaction Database (ORD), a public repository of structured organic reaction records. Starting materials: FC1=C(C=C(C=C1)F)[N+](=O)[O-] (2,5-difluoronitrobenzene), [H][H] (hydrogen). Reagents/catalysts: [Ni] (Raney nickel). Solvent: O1CCCC1 (tetrahydrofuran). The product is FC1=C(N)C=C(C=C1)F (2,5-difluoroaniline). RXN SMILES: [F:1][C:2]1[CH:7]=[CH:6][C:5]([F:8])=[CH:4][C:3]=1[N+:9]([O-])=O.[H][H]>O1CCCC1.[Ni]>[F:1][C:2]1[CH:7]=[CH:6][C:5]([F:8])=[CH:4][C:3]=1[NH2:9]. Procedure details: A solution of 2,5-difluoronitrobenzene in tetrahydrofuran containing Raney nickel catalyst, in a Parr shaker, was treated with hydrogen at room temperature to give 2,5-difluoroaniline (2A).